From a dataset of the Open Reaction Database (ORD), a public repository of structured organic reaction records. describe an organic reaction: reactants, conditions, products, and yield Yields the product O=C(O)C1CCC(C(=O)N2CCCC2)CC1. Starting materials: CO, COC(=O)C1CCC(C(=O)N2CCCC2)CC1, [Na+], [OH-], O. As a reaction SMILES: [CH3:20][OH:21].[N:1]1([C:6](=[O:7])[CH:8]2[CH2:9][CH2:10][CH:11]([C:14](=[O:15])[O:16][CH3:17])[CH2:12][CH2:13]2)[CH2:2][CH2:3][CH2:4][CH2:5]1.[Na+:19].[OH-:18].[OH2:22]>>[N:1]1([C:6](=[O:7])[CH:8]2[CH2:9][CH2:10][CH:11]([C:14](=[O:15])[OH:16])[CH2:12][CH2:13]2)[CH2:2][CH2:3][CH2:4][CH2:5]1. Starting materials: required intermediate, BrCCSC1=CC=CC=C1 (2-bromoethylphenyl sulphide), 1,2-bromoethane, C1(=CC=CC=C1)S (thiophenol), OC1=CC=C(C(=O)OCC)C=C1 (ethyl 4-hydroxybenzoate). Run in [OH-].[Na+] (sodium hydroxide). Yields the product C(C)OC(=O)C1=CC=C(OCCSC2=CC=CC=C2)C=C1 (1-(4-ethoxycarbonylphenoxy)-2-phenylthio ethane). RXN SMILES: Br[CH2:2][CH2:3][S:4][C:5]1[CH:10]=[CH:9][CH:8]=[CH:7][CH:6]=1.C1(S)C=CC=CC=1.[OH:18][C:19]1[CH:29]=[CH:28][C:22]([C:23]([O:25][CH2:26][CH3:27])=[O:24])=[CH:21][CH:20]=1>[OH-].[Na+]>[CH2:26]([O:25][C:23]([C:22]1[CH:28]=[CH:29][C:19]([O:18][CH2:2][CH2:3][S:4][C:5]2[CH:10]=[CH:9][CH:8]=[CH:7][CH:6]=2)=[CH:20][CH:21]=1)=[O:24])[CH3:27] |f:3.4|. Procedure: This compound was prepared by the condensation procedure 1A. The required intermediate 2-bromoethylphenyl sulphide may be prepared by condensing 1,2-bromoethane and thiophenol in sodium hydroxide solution, in a manner analogous to that used for preparation of the intermediates for compounds of Example Nos. 62-73, but a method which gives better yields uses the scheme: ##STR25## Condensation with ethyl 4-hydroxybenzoate gave 1-(4-ethoxycarbonylphenoxy)-2-phenylthio ethane, m.p. 50°-51° C.